This data is from the Open Reaction Database (ORD), a public repository of structured organic reaction records. The task is: describe an organic reaction: reactants, conditions, products, and yield The reactants are FC(F)(F)OC=1C=CC=C(Br)C1. Reagents/catalysts: O1B(OC(C)(C)C1(C)C)B2OC(C)(C)C(O2)(C)C, N=1C=CC=CC1N2B(NC=3C=CC=CC32)B4NC=5C=CC=CC5N4C6=NC=CC=C6, C[OH2+].C[OH2+].C1CC=CCCC=C1.C1CC=CCCC=C1.[Ir].[Ir]. The solvent is O(C)C1CCCC1. Run at temperature 100 celsius, time 16 hour. Product: FC(F)(F)OC1=CC(Br)=CC(=C1)B2OC(C)(C)C(O2)(C)C. Isolated yield 100.0%. Procedure: The general procedure A was followed using 1-bromo-3-(trifluoromethoxy)benzene (73.5 uL, 0.5 mmol) and B2pin2 (126.9 mg, 0.5 mmol, 1.0 eq.) as starting material. The resulting mixture was allowed to stir 16 hours at 100 oC. 5g was obtained as colorless oil (183.0 mg, 100%) after purification by silica gel flash chromatography (EtOAc/PE=1:30 v/v). Product: COC(=O)c1cc(C#N)ccc1CN(Cc1ncccc1C)Cc1ncccc1NC(=O)OC(C)(C)C. Reaction SMILES: [C:1]([CH3:2])([CH3:3])([CH3:4])[O:5][C:6]([NH:7][c:8]1[c:9]([CH2:14][NH:15][CH2:16][c:17]2[n:18][cH:19][cH:20][cH:21][c:22]2[CH3:23])[n:10][cH:11][cH:12][cH:13]1)=[O:24].[CH3:25][O:26][C:27]([c:28]1[c:29]([CH2:36][Br:37])[cH:30][cH:31][c:32]([C:34]#[N:35])[cH:33]1)=[O:38].[CH3:48][C:49]#[N:50].[CH:39]([N:40]([CH2:41][CH3:42])[CH:43]([CH3:44])[CH3:45])([CH3:46])[CH3:47]>>[C:1]([CH3:2])([CH3:3])([CH3:4])[O:5][C:6]([NH:7][c:8]1[c:9]([CH2:14][N:15]([CH2:16][c:17]2[n:18][cH:19][cH:20][cH:21][c:22]2[CH3:23])[CH2:36][c:29]2[c:28]([C:27]([O:26][CH3:25])=[O:38])[cH:33][c:32]([C:34]#[N:35])[cH:31][cH:30]2)[n:10][cH:11][cH:12][cH:13]1)=[O:24]. Starting materials: Cc1cccnc1CNCc1ncccc1NC(=O)OC(C)(C)C, COC(=O)c1cc(C#N)ccc1CBr, CC#N, CCN(C(C)C)C(C)C. Reactants: BrC1=CC(=CC2=C1N=C(S2)C2=CC=C(C=C2)OC)OC (4-Bromo-6-methoxy-2-(4-Methoxy-phenyl)-benzothiazole), Cl (hydrochloric acid). Solvent: B(Br)(Br)Br (boron tribromide). Conditions: time 3 hour. Yields the product BrC1=CC(=CC2=C1N=C(S2)C2=CC=C(C=C2)O)O (4-Bromo-6-hydroxy-2-(4-hydroxy-phenyl)-benzothiazole). As a reaction SMILES: [Br:1][C:2]1[C:7]2[N:8]=[C:9]([C:11]3[CH:16]=[CH:15][C:14]([O:17]C)=[CH:13][CH:12]=3)[S:10][C:6]=2[CH:5]=[C:4]([O:19]C)[CH:3]=1.Cl>B(Br)(Br)Br>[Br:1][C:2]1[C:7]2[N:8]=[C:9]([C:11]3[CH:12]=[CH:13][C:14]([OH:17])=[CH:15][CH:16]=3)[S:10][C:6]=2[CH:5]=[C:4]([OH:19])[CH:3]=1. Reported procedure: 4-Bromo-6-methoxy-2-(4-Methoxy-phenyl)-benzothiazole (200 mg, 0.57 mmol) was suspended in boron tribromide (1M in methylene chloride, 7.5 mL) and stirred at room temp under nitrogen for 3.0 hr. Reaction was poured into aqueous hydrochloric acid (1M) and extracted with ethyl acetate. Ethyl acetate extracts were washed with: 1) hydrochloric acid (1.0M), 2) saturated brine and concentrated in vacuo. Washed solid was further purified by flash chromatography on silica affording the title compound (18... The reactants are CSC1=NC=C(C(=N1)C1=CC=C(C=C1)Cl)C1=C(C=C(C=C1)Cl)Cl (2-Methylthio-4-(4-chlorophenyl)-5-(2,4-dichlorophenyl)pyrimidine), CC(C1=CC=C(C=C1)F)O (α-methyl-4-fluorobenzyl alcohol). The product is CC(C1=CC=C(C=C1)F)OC1=NC=C(C(=N1)C1=CC=C(C=C1)Cl)C1=C(C=C(C=C1)Cl)Cl (2-(α-methyl-4-fluorobenzyloxy-)-4-(4-chlorophenyl)-5-(2,4-dichlorophenyl)pyrimidine). RXN SMILES: CS[C:3]1[N:8]=[C:7]([C:9]2[CH:14]=[CH:13][C:12]([Cl:15])=[CH:11][CH:10]=2)[C:6]([C:16]2[CH:21]=[CH:20][C:19]([Cl:22])=[CH:18][C:17]=2[Cl:23])=[CH:5][N:4]=1.[CH3:24][CH:25]([OH:33])[C:26]1[CH:31]=[CH:30][C:29]([F:32])=[CH:28][CH:27]=1>>[CH3:24][CH:25]([O:33][C:3]1[N:8]=[C:7]([C:9]2[CH:14]=[CH:13][C:12]([Cl:15])=[CH:11][CH:10]=2)[C:6]([C:16]2[CH:21]=[CH:20][C:19]([Cl:22])=[CH:18][C:17]=2[Cl:23])=[CH:5][N:4]=1)[C:26]1[CH:31]=[CH:30][C:29]([F:32])=[CH:28][CH:27]=1. Reported procedure: 2-Methylthio-4-(4-chlorophenyl)-5-(2,4-dichlorophenyl)pyrimidine from Reference Example 3 was reacted with α-methyl-4-fluorobenzyl alcohol according to the procedure described in Example 59 to afford 2-(α-methyl-4-fluorobenzyloxy-)-4-(4-chlorophenyl)-5-(2,4-dichlorophenyl)pyrimidine. (HRf): HPLC/MS: m/e=473 (M++1); Rt=4.91 min; 1H-NMR 400 MHz (CDCl3): δ 1.78 (d, J=9 Hz, 3H), 6.22-6.30 (dd, J=6 Hz, J=9 Hz, 1H), 7.02 (m, 3H), 7.20-7.25 (m, 5H), 7.50-7.59 (m, 3H), 8.40 (m, 1H). The reactants are CCOc1cc(C(C)(C)C)ccc1C1=NC(C)(c2ccc(Cl)cc2)C(C)(c2ccc(Cl)cc2)N1C(=O)Cl, O=C(CN1CCNCC1)N1CCCC1. The product is CCOc1cc(C(C)(C)C)ccc1C1=NC(C)(c2ccc(Cl)cc2)C(C)(c2ccc(Cl)cc2)N1C(=O)N1CCN(CC(=O)N2CCCC2)CC1. RXN SMILES: [C:1]([CH3:2])([CH3:3])([CH3:4])[c:5]1[cH:6][c:7]([O:35][CH2:36][CH3:37])[c:8]([C:11]2=[N:15][C:14]([CH3:16])([c:17]3[cH:18][cH:19][c:20]([Cl:23])[cH:21][cH:22]3)[C:13]([CH3:24])([c:25]3[cH:26][cH:27][c:28]([Cl:31])[cH:29][cH:30]3)[N:12]2[C:32](=[O:33])[Cl:34])[cH:9][cH:10]1.[N:38]1([CH2:44][C:45](=[O:46])[N:47]2[CH2:48][CH2:49][CH2:50][CH2:51]2)[CH2:39][CH2:40][NH:41][CH2:42][CH2:43]1>>[C:1]([CH3:2])([CH3:3])([CH3:4])[c:5]1[cH:6][c:7]([O:35][CH2:36][CH3:37])[c:8]([C:11]2=[N:15][C:14]([CH3:16])([c:17]3[cH:18][cH:19][c:20]([Cl:23])[cH:21][cH:22]3)[C:13]([CH3:24])([c:25]3[cH:26][cH:27][c:28]([Cl:31])[cH:29][cH:30]3)[N:12]2[C:32](=[O:33])[N:41]2[CH2:40][CH2:39][N:38]([CH2:44][C:45](=[O:46])[N:47]3[CH2:48][CH2:49][CH2:50][CH2:51]3)[CH2:43][CH2:42]2)[cH:9][cH:10]1.